This data is from the Open Reaction Database (ORD), a public repository of structured organic reaction records. The task is: describe an organic reaction: reactants, conditions, products, and yield As a reaction SMILES: C([NH:4][C:5]1[CH:6]=[CH:7][CH:8]=[C:9]2[C:14]=1[CH:13]=[C:12]([C:15]([O:17][CH3:18])=[O:16])[CH:11]=[CH:10]2)(=O)C.[OH-].[Na+]>CO.Cl>[NH2:4][C:5]1[CH:6]=[CH:7][CH:8]=[C:9]2[C:14]=1[CH:13]=[C:12]([C:15]([O:17][CH3:18])=[O:16])[CH:11]=[CH:10]2 |f:1.2|. The reactants are C(C)(=O)NC=1C=CC=C2C=CC(=CC12)C(=O)OC (8-Acetylamino-2-naphthoic acid, methyl ester), [OH-].[Na+] (NaOH). Run in Cl (HCl), CO (methanol). Reaction conditions: temperature 0 celsius. Yield: 86.1%. Product: NC=1C=CC=C2C=CC(=CC12)C(=O)OC (8-amino-2-naphthoic acid, methyl ester). Procedure details: A stirred solution of 8.0 g (33 mmoles) of 8-acetylamino-2-naphthoic acid, methyl ester (VI) in 50 mL of methanol and 35 mL of 12N HCl was allowed to reflux for 1.5 hours. The reaction mixture was then cooled to 0° C., and pH adjusted to 6.5 with 10N NaOH. Removal of methanol in vacuo followed by collection of precipitate by vacuum filtration followed by washing with H2O and air drying afforded 5.72 g (yield: 80%) of 8-amino-2-naphthoic acid, methyl ester; 1H-NMR: δ8.62 (s, 1H), 7.99 (dd, J=8.5 ...